This data is from the Open Reaction Database (ORD), a public repository of structured organic reaction records. The task is: describe an organic reaction: reactants, conditions, products, and yield Starting materials: FC=1C=C(C=CC1)CCNC(C)=O (N-[2-(3-fluoro-phenyl)-ethyl]-acetamide), O=P12OP3(=O)OP(=O)(O1)OP(=O)(O2)O3 (phosphorus pentoxide). The product is FC=1C=C2CCN=C(C2=CC1)C (6-Fluoro-1-methyl-3,4-dihydro-isoquinoline). As a reaction SMILES: [F:1][C:2]1[CH:3]=[C:4]([CH2:8][CH2:9][NH:10][C:11](=O)[CH3:12])[CH:5]=[CH:6][CH:7]=1.O=P12OP3(OP(OP(O3)(O1)=O)(=O)O2)=O>>[F:1][C:2]1[CH:3]=[C:4]2[C:5](=[CH:6][CH:7]=1)[C:11]([CH3:12])=[N:10][CH2:9][CH2:8]2. Procedure: In close analogy to the procedure described above, N-[2-(3-fluoro-phenyl)-ethyl]-acetamide is reacted with phosphorus pentoxide to provide the title compound.